This data is from the Open Reaction Database (ORD), a public repository of structured organic reaction records. The task is: describe an organic reaction: reactants, conditions, products, and yield The reactants are O=C(O)c1ccc2nccnc2c1, NCc1ccc(F)cc1F. The reagents and catalysts are C1COC(=O)N1P(=O)(N2CCOC2=O)Cl (BOP-Cl), CN(C)C1=CC=NC=C1 (DMAP). Solvent: CN(C)C=O (DMF), CN(C)C=O (DMF), CN(C)C=O (DMF), CN(C)C=O (DMF), CN(C)C=O (DMF), CN(C)C=O (DMF). Conditions: temperature 25 celsius, time 2 hour. Yields the product O=C(NCc1ccc(F)cc1F)c1ccc2nccnc2c1. The yield is 8.3%. Reaction SMILES: NCc1ccc(F)cc1F.O=C(O)c1ccc2nccnc2c1.C1COC(=O)N1P(=O)(N2CCOC2=O)Cl.CN(C)C1=CC=NC=C1.CN(C)C=O>>O=C(NCc1ccc(F)cc1F)c1ccc2nccnc2c1. Starting materials: BrC=1C=CC2=C(C(OCC(N2)=O)(C)C)C1 (7-bromo-5,5-dimethyl-1,5-dihydro-4,1-benzoxazepin-2(3H)-one), BrC=1C=CC(=C(C#N)C1)F (5-bromo-2-fluorobenzonitrile). Product: CC1(OCC(NC2=C1C=C(C=C2)C=2C=CC(=C(C#N)C2)F)=O)C (5-(5,5-Dimethyl-2-oxo-1,2,3,5-tetrahydro-4,1-benzoxazepin-7-yl)-2-fluorobenzonitrile). RXN SMILES: Br[C:2]1[CH:3]=[CH:4][C:5]2[NH:11][C:10](=[O:12])[CH2:9][O:8][C:7]([CH3:14])([CH3:13])[C:6]=2[CH:15]=1.Br[C:17]1[CH:18]=[CH:19][C:20]([F:25])=[C:21]([CH:24]=1)[C:22]#[N:23]>>[CH3:13][C:7]1([CH3:14])[C:6]2[CH:15]=[C:2]([C:17]3[CH:18]=[CH:19][C:20]([F:25])=[C:21]([CH:24]=3)[C:22]#[N:23])[CH:3]=[CH:4][C:5]=2[NH:11][C:10](=[O:12])[CH2:9][O:8]1. Procedure: Prepared from 7-bromo-5,5-dimethyl-1,5-dihydro-4,1-benzoxazepin-2(3H)-one and 5-bromo-2-fluorobenzonitrile generally according to the coupling procedure described in examples 82 and 1. 1H-NMR (DMSO-d6) δ 10.02 (s, 1H), 8.32 (dd, J=6.3, 2.4 Hz, 1H), 8.11 (m, 1H), 7.62 (m, 1H), 7.58 (m, 2H), 7.19 (d, J=8.8 Hz, 1H), 4.26 (s, 2H), 1.62 (s, 6H); MS (ES) m/z 311 (M+H)+. Starting materials: O=C(c1ncc[nH]1)c1ncc[nH]1, CCOc1cc(C(CC(=O)O)N2C(=O)c3cccc(C)c3C2=O)ccc1OC, Cl, NO, C1CCOC1. RXN SMILES: [C:29]([c:30]1[nH:31][cH:32][cH:33][n:34]1)([c:35]1[nH:36][cH:37][cH:38][n:39]1)=[O:40].[CH2:1]([CH3:2])[O:3][c:4]1[cH:5][c:6]([CH:12]([CH2:13][C:14](=[O:15])[OH:16])[N:17]2[C:18](=[O:28])[c:19]3[c:20]([c:23]([CH3:27])[cH:24][cH:25][cH:26]3)[C:21]2=[O:22])[cH:7][cH:8][c:9]1[O:10][CH3:11].[ClH:41].[NH2:42][OH:43].[O:44]1[CH2:45][CH2:46][CH2:47][CH2:48]1>>[CH2:1]([CH3:2])[O:3][c:4]1[cH:5][c:6]([CH:12]([CH2:13][C:14](=[O:15])[NH:42][OH:43])[N:17]2[C:18](=[O:28])[c:19]3[c:20]([c:23]([CH3:27])[cH:24][cH:25][cH:26]3)[C:21]2=[O:22])[cH:7][cH:8][c:9]1[O:10][CH3:11]. The product is CCOc1cc(C(CC(=O)NO)N2C(=O)c3cccc(C)c3C2=O)ccc1OC. Reactants: S1C=CC(C=2NC=3C=CC=CC3C21)=O (thiopyrano [3,2-b]-indol-4(5H)-one), C(C)Br (ethyl bromide). The product is C(C)N1C2=C(C=3C=CC=CC13)SC=CC2=O (5-Ethylthiopyrano[3,2-b]indol-4(5H)-one). RXN SMILES: [S:1]1[C:13]2[C:12]3[CH:11]=[CH:10][CH:9]=[CH:8][C:7]=3[NH:6][C:5]=2[C:4](=[O:14])[CH:3]=[CH:2]1.[CH2:15](Br)[CH3:16]>>[CH2:15]([N:6]1[C:7]2[CH:8]=[CH:9][CH:10]=[CH:11][C:12]=2[C:13]2[S:1][CH:2]=[CH:3][C:4](=[O:14])[C:5]1=2)[CH3:16]. Procedure details: -- By the same method as described in Example 7, 4.8 g of thiopyrano [3,2-b]-indol-4(5H)-one is alkylated with ethyl bromide to give 4.8 g of product, mp 103°-104° C, after recrystallization from methylene chloride-hexane. The reactants are C(C1=CC=CC=C1)NN1C(=NC=2C=NC=3C=CC=CC3C21)CCCC (N-benzyl(2-butyl-1H-imidazo[4,5-c]quinolin-1-yl)amine), C1=CC(=CC(=C1)Cl)C(=O)OO (MCPBA). The solvent is C(Cl)Cl (CH2Cl2). Conditions: time 3 hour. Product: C(C1=CC=CC=C1)NN1C(=NC=2C=[N+](C=3C=CC=CC3C21)[O-])CCCC (N-benzyl(2-butyl-5-oxido-1H-imidazo[4,5-c]quinolin-1-yl)amine). Yield: 87.9%. RXN SMILES: [CH2:1]([NH:8][N:9]1[C:21]2[C:20]3[CH:19]=[CH:18][CH:17]=[CH:16][C:15]=3[N:14]=[CH:13][C:12]=2[N:11]=[C:10]1[CH2:22][CH2:23][CH2:24][CH3:25])[C:2]1[CH:7]=[CH:6][CH:5]=[CH:4][CH:3]=1.C1C=C(Cl)C=C(C(OO)=[O:34])C=1>C(Cl)Cl>[CH2:1]([NH:8][N:9]1[C:21]2[C:20]3[CH:19]=[CH:18][CH:17]=[CH:16][C:15]=3[N+:14]([O-:34])=[CH:13][C:12]=2[N:11]=[C:10]1[CH2:22][CH2:23][CH2:24][CH3:25])[C:2]1[CH:7]=[CH:6][CH:5]=[CH:4][CH:3]=1. Reported procedure: A solution of N-benzyl(2-butyl-1H-imidazo[4,5-c]quinolin-1-yl)amine (427 mg, 1.29 mmol) in 20 mL of CH2Cl2 was treated with MCPBA (77% max., 325 mg, 1.41 mmol). After stirring for 3 h, the reaction was quenched with saturated NaHCO3 solution and extracted into CH2Cl2. The organic portion was washed with saturated NaHCO3 solution, H2O and brine. The organic was dried over Na2SO4, filtered and concentrated to give N-benzyl(2-butyl-5-oxido-1H-imidazo[4,5-c]quinolin-1-yl)amine (393 mg) as a light br... Starting materials: C(C)OC(C(C)=O)(CCCC1=CC(=C(C(=C1)OC)OC)OC)OCC (6-(3,4,5-trimethoxyphenyl)-2-keto-3-hexanal-diethylacetal), Cl (HCl), C1CCOC1 (THF). The product is COC=1C=C(C=C(C1OC)OC)CCCCC(C=O)=O (6-(3,4,5-trimethoxyphenyl)-2-keto-hexanal). Reaction SMILES: C(O[C:4](OCC)([CH2:8][CH2:9][CH2:10][C:11]1[CH:16]=[C:15]([O:17][CH3:18])[C:14]([O:19][CH3:20])=[C:13]([O:21][CH3:22])[CH:12]=1)[C:5](=[O:7])[CH3:6])C.Cl.C1C[O:30]CC1>>[CH3:18][O:17][C:15]1[CH:16]=[C:11]([CH2:10][CH2:9][CH2:8][CH2:4][C:5](=[O:7])[CH:6]=[O:30])[CH:12]=[C:13]([O:21][CH3:22])[C:14]=1[O:19][CH3:20]. Procedure: To a solution 1.8 g of 6-(3,4,5-trimethoxyphenyl)-2-keto-3-hexanal-diethylacetal in 15 ml of THF was added sufficient 6N HCl so that the pH<1. this mixture was refluxed for 18 hours. the mixture was cooled to room temperature and the solvent evaporated. the residue was triturated with 50 ml of ethyl acetate, the ethyl acetate solution dried with sodium sulfate (Na2SO4) and evaporated. the residue was chromatographed on 30 g of silica using CHCl3 as the elutant. Appropriate fractions were combine... Starting materials: ClC1=C(C(=O)NCC[C@@H](C)N2CCC(CC2)NCC2=CSC=C2)C(=CC(=N1)Cl)C (2,6-dichloro-4-methyl-N—((R)-3-{4-[(thiophen-3-ylmethyl)-amino]-piperidin-1-yl}-butyl)-nicotinamide), Cl.C(C)(C)(C)OC(CN)=O (glycine t-butyl ester hydrochloride), C1=CN(C=N1)C(=O)N2C=CN=C2 (CDI), CCN(C(C)C)C(C)C (DIPEA). Solvent: CC#N (CH3CN), CC#N (CH3CN). Conditions: temperature 60 celsius, time 2 hour. Yields the product C(C)(C)(C)OC(CNC(=O)N(CC1=CSC=C1)C1CCN(CC1)[C@@H](CCNC(=O)C=1C(=NC(=CC1C)Cl)Cl)C)=O ([3-(1-{(R)-3-[(2,6-dichloro-4-methyl-pyridine-3-carbonyl)-amino]-1-methyl-propyl}-piperidin-4-yl)-3-thiophen-3-ylmethyl-ureido]-acetic acid tert-butyl ester). The yield is 141.0%. As a reaction SMILES: Cl.[C:2]([O:6][C:7](=[O:10])[CH2:8][NH2:9])([CH3:5])([CH3:4])[CH3:3].C1N=CN([C:16](N2C=NC=C2)=[O:17])C=1.CCN(C(C)C)C(C)C.[Cl:32][C:33]1[N:58]=[C:57]([Cl:59])[CH:56]=[C:55]([CH3:60])[C:34]=1[C:35]([NH:37][CH2:38][CH2:39][C@H:40]([N:42]1[CH2:47][CH2:46][CH:45]([NH:48][CH2:49][C:50]2[CH:54]=[CH:53][S:52][CH:51]=2)[CH2:44][CH2:43]1)[CH3:41])=[O:36]>CC#N>[C:2]([O:6][C:7](=[O:10])[CH2:8][NH:9][C:16]([N:48]([CH:45]1[CH2:46][CH2:47][N:42]([C@H:40]([CH3:41])[CH2:39][CH2:38][NH:37][C:35]([C:34]2[C:33]([Cl:32])=[N:58][C:57]([Cl:59])=[CH:56][C:55]=2[CH3:60])=[O:36])[CH2:43][CH2:44]1)[CH2:49][C:50]1[CH:54]=[CH:53][S:52][CH:51]=1)=[O:17])([CH3:5])([CH3:4])[CH3:3] |f:0.1|. Procedure: To a solution of glycine t-butyl ester hydrochloride (74 mg, 0.44 mmol) in CH3CN (5 ml) was added CDI (71 mg, 0.44 mmol), followed by DIPEA (0.077 mL, 0.44 mmol), and the mixture was stirred at 60° C. for 2 h. A solution of 2,6-dichloro-4-methyl-N—((R)-3-{4-[(thiophen-3-ylmethyl)-amino]-piperidin-1-yl}-butyl)-nicotinamide (50 mg, 0.11 mmol) in CH3CN (5 ml) was then added to the previous mixture. After stirring at 60° C. overnight, the mixture was concentrated in vacuo and diluted with CH2Cl2 (15... As a reaction SMILES: Cl.[Cl:2][C:3]1[CH:20]=[CH:19][C:6]([NH:7][C:8]2[NH:17][C:16](=[S:18])[C:15]3[C:10](=[CH:11][CH:12]=[CH:13][CH:14]=3)[N:9]=2)=[CH:5][CH:4]=1>COCCO>[ClH:2].[Cl:2][C:3]1[CH:4]=[CH:5][C:6]([NH:7][C:8]2[NH:17][C:16](=[S:18])[C:15]3[C:10](=[CH:11][CH:12]=[CH:13][CH:14]=3)[N:9]=2)=[CH:19][CH:20]=1 |f:3.4|. Run in COCCO (2-methoxyethanol). Product: Cl.ClC1=CC=C(NC2=NC3=CC=CC=C3C(N2)=S)C=C1 (2-(4-Chloroanilino)quinazoline-4(3H)-thione Hydrochloride). Isolated yield 189.3%. The reactants are Cl (hydrochloric acid), ClC1=CC=C(NC2=NC3=CC=CC=C3C(N2)=S)C=C1 (2-(4-chloroanilino)quinazoline-4(3H)-thione). Procedure details: Concentrated hydrochloric acid (2 ml.) was added to a hot solution of 2-(4-chloroanilino)quinazoline-4(3H)-thione (1.5 g.) in 2-methoxyethanol (30 ml.). The precipitate was collected, washed with cold 2-methoxyethanol, and dried to give the title compound (1.6 g., 95%), m.p. 267°-274°.